Task: describe an organic reaction: reactants, conditions, products, and yield. Dataset: the Open Reaction Database (ORD), a public repository of structured organic reaction records Starting materials: CC(C)(C)c1ccc(OS(C)(=O)=O)c(C(C)(C)C)c1, CO, O=C[O-], [Cl-], [Li+], [NH4+], O. Product: CC(C)(C)c1cccc(C(C)(C)C)c1. RXN SMILES: [CH3:1][S:2]([O:3][c:6]1[c:7]([C:16]([CH3:17])([CH3:18])[CH3:19])[cH:8][c:9]([C:12]([CH3:13])([CH3:14])[CH3:15])[cH:10][cH:11]1)(=[O:4])=[O:5].[CH3:26][OH:27].[CH:20]([O-:21])=[O:22].[Cl-:25].[Li+:24].[NH4+:23].[OH2:28]>>[cH:6]1[c:7]([C:16]([CH3:17])([CH3:18])[CH3:19])[cH:8][c:9]([C:12]([CH3:13])([CH3:14])[CH3:15])[cH:10][cH:11]1. Starting materials: FC(F)(F)S(=O)C1=CC=CC=C1 (Phenyl trifluoromethyl sulfoxide), C1=CC=CC=C1 (benzene), S(=O)(=O)(C(F)(F)F)OS(=O)(=O)C(F)(F)F (triflic anhydride). Run at temperature 0 celsius, time 1 hour. Yields the product [O-]S(=O)(=O)C(F)(F)F.C1(=CC=CC=C1)[S+](C(F)(F)F)C1=CC=CC=C1 (Diphenyltrifluoromethylsulfonium Triflate). Isolated yield 40.0%. Reaction SMILES: [F:1][C:2]([S:5]([C:7]1[CH:12]=[CH:11][CH:10]=[CH:9][CH:8]=1)=O)([F:4])[F:3].[CH:13]1[CH:18]=[CH:17][CH:16]=[CH:15][CH:14]=1.[S:19]([O:26]S(C(F)(F)F)(=O)=O)([C:22]([F:25])([F:24])[F:23])(=[O:21])=[O:20]>>[O-:26][S:19]([C:22]([F:25])([F:24])[F:23])(=[O:21])=[O:20].[C:7]1([S+:5]([C:13]2[CH:18]=[CH:17][CH:16]=[CH:15][CH:14]=2)[C:2]([F:4])([F:3])[F:1])[CH:12]=[CH:11][CH:10]=[CH:9][CH:8]=1 |f:3.4|. Procedure: Phenyl trifluoromethyl sulfoxide (0.4 g, 2.1 mmol) and then benzene (4.9 g, 64 mmol) are introduced, under an inert atmosphere and at approximately 0° C. (lower limit below which benzene crystallizes), into a Schlenck tube purged beforehand with argon. Five equivalents of triflic anhydride (2.82 g, 10 mmol) are gradually added. The mixture is stirred for 1 h at 0° C. and then for 24 h at ambient temperature. The medium is evaporated and the residue is purified by chromatography with the CH3CN/CH... Starting materials: Cl (hydrochloric acid), C[Li] (Methyl-lithium), CCOCC (ether), CON(C(C1=C(C=C(C(=C1)Cl)N)OC)=O)C (N-Methoxy-N-methyl-4-amino-5-chloro-2-methoxybenzamide). The solvent is C1CCOC1 (THF). Run at temperature 0 celsius. The product is NC1=CC(=C(C=C1Cl)C(C)=O)OC (4'-amino-5'-chloro-2'-methoxyacetophenone). Isolated yield 75.0%. RXN SMILES: CON(C)[C:4](=[O:15])[C:5]1[CH:10]=[C:9]([Cl:11])[C:8]([NH2:12])=[CH:7][C:6]=1[O:13][CH3:14].C[Li].[CH3:19]COCC.Cl>C1COCC1>[NH2:12][C:8]1[C:9]([Cl:11])=[CH:10][C:5]([C:4](=[O:15])[CH3:19])=[C:6]([O:13][CH3:14])[CH:7]=1. Reported procedure: N-Methoxy-N-methyl-4-amino-5-chloro-2-methoxybenzamide (24.4 g, 100 mmol) was dissolved in THF (400 mL) and the solution was cooled to -400° C. Methyl-lithium in ether (143 mL, 4.4 g, 200 mmol) ) was added and the mixture was allowed to warm to 0° C. Aqueous hydrochloric acid was added and the mixture was extracted into ethyl acetate. The extract was washed with brine, dried over sodium sulfate, and evaporated to leave a solid. Crystallization from ethyl acetate-hexane gave 4'-amino-5'-chloro-2'... Starting materials: CO, Cl, COc1ccc2ncc(F)c(N3CCN(CCNC(=O)OC(C)(C)C)CC3)c2n1, C1COCCO1. The product is COc1ccc2ncc(F)c(N3CCN(CCN)CC3)c2n1. RXN SMILES: [CH3:37][OH:38].[ClH:30].[F:1][c:2]1[cH:3][n:4][c:5]2[cH:6][cH:7][c:8]([O:28][CH3:29])[n:9][c:10]2[c:11]1[N:12]1[CH2:13][CH2:14][N:15]([CH2:18][CH2:19][NH:20][C:21](=[O:22])[O:23][C:24]([CH3:25])([CH3:26])[CH3:27])[CH2:16][CH2:17]1.[O:31]1[CH2:32][CH2:33][O:34][CH2:35][CH2:36]1>>[F:1][c:2]1[cH:3][n:4][c:5]2[cH:6][cH:7][c:8]([O:28][CH3:29])[n:9][c:10]2[c:11]1[N:12]1[CH2:13][CH2:14][N:15]([CH2:18][CH2:19][NH2:20])[CH2:16][CH2:17]1. The reactants are C(C)N1N=CC=2C1=NC=C(C2NC2CCOCC2)C(=O)O (1-Ethyl-4-(tetrahydro-2H-pyran-4-ylamino)-1H-pyrazolo[3,4-b]pyridine-5-carboxylic acid), N[C@H](CO)CC1=CC=CC=C1 ((2S)-2-amino-3-phenyl-1-propanol), C(C)N1N=CC=2C1=NC=C(C2NC2CCOCC2)C(=O)N[C@@H](CO)C2=CC=CC=C2 (1-Ethyl-N-[(1R)-2-hydroxy-1-phenylethyl]-4-(tetrahydro-2H-pyran-4-ylamino)-1H-pyrazolo[3,4-b]pyridine-5-carboxamide). The product is C(C)N1N=CC=2C1=NC=C(C2NC2CCOCC2)C(=O)N[C@H](CO)CC2=CC=CC=C2 (1-Ethyl-N-[(1S)-2-hydroxy-1-(phenylmethyl)ethyl]-4-(tetrahydro-2H-pyran-4-ylamino)-1H-pyrazolo[3,4-b]pyridine-5-carboxamide). As a reaction SMILES: [CH2:1]([N:3]1[C:7]2=[N:8][CH:9]=[C:10]([C:19]([OH:21])=O)[C:11]([NH:12][CH:13]3[CH2:18][CH2:17][O:16][CH2:15][CH2:14]3)=[C:6]2[CH:5]=[N:4]1)[CH3:2].[NH2:22][C@@H:23]([CH2:26][C:27]1[CH:32]=[CH:31][CH:30]=[CH:29][CH:28]=1)[CH2:24][OH:25].C(N1C2=NC=C(C(N[C@H](C3C=CC=CC=3)CO)=O)C(NC3CCOCC3)=C2C=N1)C>>[CH2:1]([N:3]1[C:7]2=[N:8][CH:9]=[C:10]([C:19]([NH:22][C@@H:23]([CH2:26][C:27]3[CH:32]=[CH:31][CH:30]=[CH:29][CH:28]=3)[CH2:24][OH:25])=[O:21])[C:11]([NH:12][CH:13]3[CH2:14][CH2:15][O:16][CH2:17][CH2:18]3)=[C:6]2[CH:5]=[N:4]1)[CH3:2]. Reported procedure: Intermediate 44 was prepared from Intermediate 17 and (2S)-2-amino-3-phenyl-1-propanol (commercially available from Aldrich) using an analogous method to that for Intermediate 42. LCMS showed MH+=424; TRET=2.60 min. Starting materials: O=C([O-])[O-], C1CCOC1, COC(=O)NCCSc1ccc(OC)cc1, [Cs+], [Cs+]. Product: COC(=O)N(CO)CCSc1ccc(OC)cc1. RXN SMILES: [C:17]([O-:18])(=[O:19])[O-:20].[CH2:23]1[O:24][CH2:25][CH2:26][CH2:27]1.[CH3:1][O:2][c:3]1[cH:4][cH:5][c:6]([S:9][CH2:10][CH2:11][NH:12][C:13]([O:14][CH3:15])=[O:16])[cH:7][cH:8]1.[Cs+:21].[Cs+:22]>>[CH3:1][O:2][c:3]1[cH:4][cH:5][c:6]([S:9][CH2:10][CH2:11][N:12]([C:13]([O:14][CH3:15])=[O:16])[CH2:17][OH:18])[cH:7][cH:8]1. Starting materials: compound ( 123 ), compound ( 123 ), compound ( 144 ), C(Cl)(Cl)Cl (chloroform), CO (methanol), S(O)(O)(=O)=O (sulfuric acid), compound ( 144 ). Conditions: time 72 hour. Product: C(Cl)(Cl)Cl.CO.S(O)(O)(=O)=O (Chloroform Methanol Sulfuric Acid). Reaction SMILES: [CH3:1][OH:2].[S:3](=[O:7])(=[O:6])([OH:5])[OH:4].[CH:8]([Cl:11])([Cl:10])[Cl:9]>>[CH:8]([Cl:11])([Cl:10])[Cl:9].[CH3:1][OH:2].[S:3](=[O:5])(=[O:4])([OH:7])[OH:6] |f:3.4.5|. Procedure: A colorless solid (yield: 91.0%) was obtained through reaction conducted as in example 54 except that the reactants were replaced by the compound (123) prepared in example 23 (0.5 g), methanol (42.7 mL), chloroform (42.7 mL) and sulfuric acid (36 N, 0.26 mL), the reaction temperature was lowered to room temperature, and the reaction time was extended to 72 hours. 1H-NMR data showed that the product consisted of a compound (144) and the compound (123) (content of compound (144): 81.5 mol %).